This data is from the Open Reaction Database (ORD), a public repository of structured organic reaction records. The task is: describe an organic reaction: reactants, conditions, products, and yield Starting materials: C1(=C(C=CC=C1)N)N (1,2-phenylenediamine), N1=C(C=CC=C1)C(=O)O (picolinic acid), polyphosphoric acid. Reaction conditions: temperature 210 celsius, time 1 hour. The product is N1=C(C=CC=C1)C=1NC2=C(N1)C=CC=C2 (2-(2-pyridyl)benzimidazole). Reaction SMILES: [C:1]1([NH2:8])[CH:6]=[CH:5][CH:4]=[CH:3][C:2]=1[NH2:7].[N:9]1[CH:14]=[CH:13][CH:12]=[CH:11][C:10]=1[C:15](O)=O>>[N:9]1[CH:14]=[CH:13][CH:12]=[CH:11][C:10]=1[C:15]1[NH:7][C:2]2[CH:3]=[CH:4][CH:5]=[CH:6][C:1]=2[N:8]=1. Reported procedure: A 2 liter 3-neck round-bottom flask fitted with a reflux condenser, N2 (g) inlet, mechanical stirrer, and heating mantle was charged with 88.7 g of 1,2-phenylenediamine, 100.0 g of picolinic acid, and 500 g of polyphosphoric acid. The resulting slurry was slowly heated (over a period of approximately three hours) to 210° C. under a positive nitrogen atmosphere, with mechanical stirring. The reaction mixture was heated for an additional six hours while maintaining the temperature between 200°-220... Starting materials: [H-].[Na+] (Sodium hydride), suspension, C(=O)(OC(C)(C)C)NO (Boc hydroxylamine), COC1=CC=C(CCl)C=C1 (4-methoxybenzyl chloride), Cl (HCl). The solvent is paraffin, C(C)OCC (diethyl ether), C1CCOC1 (THF). Reaction conditions: time 8 hour. Product: NOCC1=CC=C(C=C1)OC (1-[(aminooxy)methyl]-4-methoxybenzene). The yield is 39.0%. RXN SMILES: C([NH:8][OH:9])(OC(C)(C)C)=O.[H-].[Na+].[CH3:12][O:13][C:14]1[CH:21]=[CH:20][C:17]([CH2:18]Cl)=[CH:16][CH:15]=1.Cl>C1COCC1.C(OCC)C>[NH2:8][O:9][CH2:18][C:17]1[CH:20]=[CH:21][C:14]([O:13][CH3:12])=[CH:15][CH:16]=1 |f:1.2|. Procedure: A solution was made of Boc hydroxylamine (2.0 g, 17.1 mmol) in dry THF (60 ml). Sodium hydride (1.1 g of a 60% suspension in paraffin oil, 25.7 mmol) was then added and the suspension stirred. A catalytic amount of KI was then added to the reaction prior to the cautious addition of 4-methoxybenzyl chloride (3.2 g, 20.4 mmol). The reaction was then allowed to stir overnight before removal of solvent in vacuo. The residue was taken up with diethyl ether (100 ml) and HCl gas bubbled in for 20 minut...